This data is from the Open Reaction Database (ORD), a public repository of structured organic reaction records. The task is: describe an organic reaction: reactants, conditions, products, and yield Starting materials: NC1=NC=CC=C1C=O (2-Amino-pyridine-3-carbaldehyde), Cl (hydrochloric acid), Br.BrCC(=O)C1=NC=CC=C1 (2-(bromoacetyl)pyridine hydrobromide), [OH-].[Na+] (sodium hydroxide). Run in ClCCl (dichloromethane). Reaction conditions: time 2 day. Yields the product N1=C(C=CC=C1)C1=NC2=NC=CC=C2C=C1O (2-pyridin-2-yl-[1,8]naphthyridin-3-ol). Yield: 13.0%. As a reaction SMILES: [NH2:1][C:2]1[C:7]([CH:8]=O)=[CH:6][CH:5]=[CH:4][N:3]=1.Br.Br[CH2:12][C:13]([C:15]1[CH:20]=[CH:19][CH:18]=[CH:17][N:16]=1)=O.[OH-:21].[Na+].Cl>ClCCl>[N:16]1[CH:17]=[CH:18][CH:19]=[CH:20][C:15]=1[C:13]1[C:12]([OH:21])=[CH:8][C:7]2[C:2](=[N:3][CH:4]=[CH:5][CH:6]=2)[N:1]=1 |f:1.2,3.4|. Procedure details: 2-Amino-pyridine-3-carbaldehyde (200 mg) and 2-(bromoacetyl)pyridine hydrobromide (506 mg) were suspended in a 5 N aqueous sodium hydroxide solution (1 ml), and the suspension was hermetically sealed and, in this state, was allowed to stand for 2 days. The reaction solution was neutralized with 10% hydrochloric acid, dichloromethane was then added thereto, and the mixture was extracted. The dichloromethane layer was washed with water and saturated brine and was dried over magnesium sulfate. The ... Starting materials: N1CCC(CC1)OCC(=O)OC(C)(C)C (t-butyl 4-piperidinyloxyacetate), S(=O)(Cl)Cl (thionyl chloride), acid chloride, C(#N)C1=CC=C(C(=O)N2[C@](C(=O)O)(CCC2)C)C=C1 (1-(p-cyanobenzoyl)-2-methyl-L-proline). Yields the product C(#N)C1=CC=C(C(=O)N2[C@](C(=O)N3CCC(CC3)OCC(=O)OC(C)(C)C)(CCC2)C)C=C1 (t-butyl [[1-[1-(p-cyanobenzoyl)-2-methyl-L-prolyl]-4-piperidinyl]oxy]acetate). RXN SMILES: [NH:1]1[CH2:6][CH2:5][CH:4]([O:7][CH2:8][C:9]([O:11][C:12]([CH3:15])([CH3:14])[CH3:13])=[O:10])[CH2:3][CH2:2]1.[C:16]([C:18]1[CH:34]=[CH:33][C:21]([C:22]([N:24]2[CH2:31][CH2:30][CH2:29][C@@:25]2([CH3:32])[C:26](O)=[O:27])=[O:23])=[CH:20][CH:19]=1)#[N:17].S(Cl)(Cl)=O>>[C:16]([C:18]1[CH:34]=[CH:33][C:21]([C:22]([N:24]2[CH2:31][CH2:30][CH2:29][C@@:25]2([CH3:32])[C:26]([N:1]2[CH2:2][CH2:3][CH:4]([O:7][CH2:8][C:9]([O:11][C:12]([CH3:15])([CH3:14])[CH3:13])=[O:10])[CH2:5][CH2:6]2)=[O:27])=[O:23])=[CH:20][CH:19]=1)#[N:17]. Reported procedure: By reacting 1.67 g of t-butyl 4-piperidinyloxyacetate with 0.8 g of the acid chloride of 1-(p-cyanobenzoyl)-2-methyl-L-proline (obtained by treating the product of the previous step with thionyl chloride) there is obtained 0.89 g of t-butyl [[1-[1-(p-cyanobenzoyl)-2-methyl-L-prolyl]-4-piperidinyl]oxy]acetate. M.p. 180°-182° C. (ethyl acetate). Starting materials: C(C)(=O)Cl (Acetyl chloride), NC=1C=C2C(=C(N=NC2=CC1)C(=O)OCC)O (ethyl 6-amino-4-hydroxycinnolin-3-yl carboxylate), ice, Cl (hydrochloric acid). Run in N1=CC=CC=C1 (pyridine). Reaction conditions: time 16 hour. The product is C(C)(=O)NC=1C=C2C(=C(N=NC2=CC1)C(=O)OCC)O (ethyl 6-acetylamino-4-hydroxycinnolin-3-yl carboxylate). Reaction SMILES: [C:1](Cl)(=[O:3])[CH3:2].[NH2:5][C:6]1[CH:7]=[C:8]2[C:13](=[CH:14][CH:15]=1)[N:12]=[N:11][C:10]([C:16]([O:18][CH2:19][CH3:20])=[O:17])=[C:9]2[OH:21].Cl>N1C=CC=CC=1>[C:1]([NH:5][C:6]1[CH:7]=[C:8]2[C:13](=[CH:14][CH:15]=1)[N:12]=[N:11][C:10]([C:16]([O:18][CH2:19][CH3:20])=[O:17])=[C:9]2[OH:21])(=[O:3])[CH3:2]. Procedure details: Acetyl chloride (0.6 ml.) was added to a stirred solution of ethyl 6-amino-4-hydroxycinnolin-3-yl carboxylate (0.932 g.) in dry pyridine (20 ml.). The solution was stirred at room temperature for 16 hours and then was poured onto a mixture of ice (100 g.) and 5N-hydrochloric acid (50 ml.). The mixture was kept at 4° C. for 4 hours, and the solid precipitate was then filtered off, washed with water (10 ml.), dried as much as possible on the filter, and recrystallised from ethanol to give ethyl 6-... Reaction SMILES: [C:1]([CH2:3][C@@H:4]([NH:9][C:10]([C:12]1[CH:31]=[CH:30][C:15]2[N:16]([CH:25]([CH2:28][CH3:29])[CH2:26][CH3:27])[C:17]([CH2:19][C:20]3[S:21][CH:22]=[CH:23][CH:24]=3)=[N:18][C:14]=2[CH:13]=1)=[O:11])[CH2:5][CH:6]([CH3:8])[CH3:7])#[N:2].[N:32]([Sn](C)(C)C)=[N+:33]=[N-:34]>C1(C)C=CC=CC=1.C(=O)(O)[O-].[Na+]>[CH3:7][CH:6]([CH3:8])[CH2:5][C@H:4]([NH:9][C:10]([C:12]1[CH:31]=[CH:30][C:15]2[N:16]([CH:25]([CH2:28][CH3:29])[CH2:26][CH3:27])[C:17]([CH2:19][C:20]3[S:21][CH:22]=[CH:23][CH:24]=3)=[N:18][C:14]=2[CH:13]=1)=[O:11])[CH2:3][C:1]1[NH:34][N:33]=[N:32][N:2]=1 |f:3.4|. Reactants: C(#N)C[C@H](CC(C)C)NC(=O)C1=CC2=C(N(C(=N2)CC=2SC=CC2)C(CC)CC)C=C1 (1-(1-ethyl-propyl)-2-thiophen-2-ylmethyl-1H-benzoimidazole-5-carboxylic acid ((S)-1-cyanomethyl-3-methyl-butyl)-amide), N(=[N+]=[N-])[Sn](C)(C)C (azidotrimethyltin). Solvent: C1(=CC=CC=C1)C (toluene), C([O-])(O)=O.[Na+] (sodium bicarbonate). Yields the product CC(C[C@@H](CC1=NN=NN1)NC(=O)C1=CC2=C(N(C(=N2)CC=2SC=CC2)C(CC)CC)C=C1)C (1-(1-Ethyl-propyl)-2-thiophen-2-ylmethyl-1H-benzoimidazole-5-carboxylic acid [(S)-3-methyl-1-(1H-tetrazol-5-ylmethyl)-butyl]-amide). The yield is 41.8%. Procedure details: 218 mg of 1-(1-ethyl-propyl)-2-thiophen-2-ylmethyl-1H-benzoimidazole-5-carboxylic acid ((S)-1-cyanomethyl-3-methyl-butyl)-amide and 124 mg of azidotrimethyltin in 10 ml of dry toluene were heated under Argon for 48 h. The precipitated crude product was isolated by suction and then dissolved in 10% aqueous sodium bicarbonate solution and filtered with addition of charcoal. The pH of the filtrated was adjusted to 5, and the precipitated product was isolated by suction, washed with water and dried ... Starting materials: C(=O)NC=1SC=C(N1)C(C(=O)NC1[C@@H]2N(C(=CCS2)C(=O)O)C1=O)=NOCC(=O)O (7-[2-(2-formamidothiazol-4-yl)-2-carboxymethoxyiminoacetamido]-3-cephem-4-carboxylic acid), Cl (hydrochloric acid), CO (methanol), aqueous solution, [OH-].[Na+] (sodium hydroxide), Cl (hydrochloric acid). The solvent is O1CCCC1 (tetrahydrofuran), O (water). Run at temperature 30 celsius, time 6 hour. The product is NC=1SC=C(N1)C(C(=O)NC1[C@@H]2N(C(=CCS2)C(=O)O)C1=O)=NOCC(=O)O (7-[2-(2-aminothiazol-4-yl)-2-carboxymethoxyiminoacetamido]-3-cephem-4-carboxylic acid). Isolated yield 63.1%. Reaction SMILES: C([NH:3][C:4]1[S:5][CH:6]=[C:7]([C:9](=[N:25][O:26][CH2:27][C:28]([OH:30])=[O:29])[C:10]([NH:12][CH:13]2[C:23](=[O:24])[N:15]3[C:16]([C:20]([OH:22])=[O:21])=[CH:17][CH2:18][S:19][C@H:14]23)=[O:11])[N:8]=1)=O.Cl.CO.[OH-].[Na+]>O1CCCC1.O>[NH2:3][C:4]1[S:5][CH:6]=[C:7]([C:9](=[N:25][O:26][CH2:27][C:28]([OH:30])=[O:29])[C:10]([NH:12][CH:13]2[C:23](=[O:24])[N:15]3[C:16]([C:20]([OH:22])=[O:21])=[CH:17][CH2:18][S:19][C@H:14]23)=[O:11])[N:8]=1 |f:3.4|. Reported procedure: A mixture of 7-[2-(2-formamidothiazol-4-yl)-2-carboxymethoxyiminoacetamido]-3-cephem-4-carboxylic acid (syn isomer, 1.35 g.), conc. hydrochloric acid (3.926 g.), methanol (20 ml.), water (10 ml.) and tetrahydrofuran (40 ml.) was stirred at 30° C. for 6 hours. The resultant solution was concentrated in vacuo in order to evaporate the methanol, and the aqueous solution obtained was adjusted to pH 4.2 with 10% aqueous solution of sodium hydroxide. The solution was adjusted to pH 3.0 with 10% hydroc... The reactants are COC=1C=C(C=C(C1)OC)NC1CCN(CC1)CC1=CC(=NC=C1)C1=CC(=C(C(=C1)OC)OC)OC (4-(3,5-Dimethoxyphenylamino)-1-[[2-(3,4,5-trimethoxyphenyl)pyridin-4-yl]methyl]piperidine), ClCC=1C(=NC=CC1)C1=CC(=C(C(=C1)OC)OC)OC (3-chloromethyl-2-(3,4,5-trimethoxyphenyl)pyridine). The product is Cl.Cl.Cl.COC=1C=C(C=C(C1)OC)N(CC=1C(=NC=CC1)C1=CC(=C(C(=C1)OC)OC)OC)C1CCN(CC1)CC1=CC(=NC=C1)C1=CC(=C(C(=C1)OC)OC)OC (4-[N-(3,5-Dimethoxyphenyl)-N-[[2-(3,4,5-trimethoxyphenyl)pyridin-3-yl]methyl]amino]-1-[[2-(3,4,5-trimethoxyphenyl)pyridin-4-yl]methyl]piperidine Trihydrochloride). RXN SMILES: [CH3:1][O:2][C:3]1[CH:4]=[C:5]([NH:11][CH:12]2[CH2:17][CH2:16][N:15]([CH2:18][C:19]3[CH:24]=[CH:23][N:22]=[C:21]([C:25]4[CH:30]=[C:29]([O:31][CH3:32])[C:28]([O:33][CH3:34])=[C:27]([O:35][CH3:36])[CH:26]=4)[CH:20]=3)[CH2:14][CH2:13]2)[CH:6]=[C:7]([O:9][CH3:10])[CH:8]=1.[Cl:37][CH2:38][C:39]1[C:40]([C:45]2[CH:50]=[C:49]([O:51][CH3:52])[C:48]([O:53][CH3:54])=[C:47]([O:55][CH3:56])[CH:46]=2)=[N:41][CH:42]=[CH:43][CH:44]=1>>[ClH:37].[ClH:37].[ClH:37].[CH3:1][O:2][C:3]1[CH:4]=[C:5]([N:11]([CH:12]2[CH2:13][CH2:14][N:15]([CH2:18][C:19]3[CH:24]=[CH:23][N:22]=[C:21]([C:25]4[CH:26]=[C:27]([O:35][CH3:36])[C:28]([O:33][CH3:34])=[C:29]([O:31][CH3:32])[CH:30]=4)[CH:20]=3)[CH2:16][CH2:17]2)[CH2:38][C:39]2[C:40]([C:45]3[CH:50]=[C:49]([O:51][CH3:52])[C:48]([O:53][CH3:54])=[C:47]([O:55][CH3:56])[CH:46]=3)=[N:41][CH:42]=[CH:43][CH:44]=2)[CH:6]=[C:7]([O:9][CH3:10])[CH:8]=1 |f:2.3.4.5|. Reported procedure: 4-(3,5-Dimethoxyphenylamino)-1-[[2-(3,4,5-trimethoxyphenyl)pyridin-4-yl]methyl]piperidine (148 mg) and 3-chloromethyl-2-(3,4,5-trimethoxyphenyl)pyridine (114 mg) were condensed in the same manner as described in Example 9. Yellow syrup obtained was converted to a trihydrochloroide to give the title compound as yellow powder. The reactants are C(C)(=O)Cl (acetyl chloride), C(C)OC1=CC=C(C=C1)C1(CC1)C=C(CO)F (1-(4-Ethoxyphenyl)-1-(2-fluoro-3-hydroxyprop-1-enyl)cyclopropane), C1=CC=CC=C1 (benzene). Solvent: N1=CC=CC=C1 (pyridine). The product is C(C)(=O)OCC(=CC1(CC1)C1=CC=C(C=C1)OCC)F (1-(3-Acetoxy-2-fluoroprop-1-enyl)-1-(4-ethoxyphenyl)cyclopropane). Isolated yield 99.0%. As a reaction SMILES: [C:1](Cl)(=[O:3])[CH3:2].[CH2:5]([O:7][C:8]1[CH:13]=[CH:12][C:11]([C:14]2([CH:17]=[C:18]([F:21])[CH2:19][OH:20])[CH2:16][CH2:15]2)=[CH:10][CH:9]=1)[CH3:6].C1C=CC=CC=1>N1C=CC=CC=1>[C:1]([O:20][CH2:19][C:18]([F:21])=[CH:17][C:14]1([C:11]2[CH:12]=[CH:13][C:8]([O:7][CH2:5][CH3:6])=[CH:9][CH:10]=2)[CH2:16][CH2:15]1)(=[O:3])[CH3:2]. Reported procedure: The method of Example 17 was repeated using acetyl chloride (2 ml), 1-(4-ethoxyphenyl)-1-(2-fluoro-3-hydroxyprop-1-enyl)cyclopropane (Example 10) (0.99 g), benzene (50 ml) and pyridine (0.38 ml) to yield the title compound (1.16 g, 99%). The reactants are Cl.FC=1C=C(C=CC1)C1CNCCC1 (3-(3-Fluorophenyl)piperidine hydrochloride), C(=O)([O-])[O-].[K+].[K+] (K2CO3), CC1=CC=C(C=C1)S(=O)(=O)OCCC1=C(C=CC=C1)N1C(CCCC1)=O (2-[2-(2-oxopiperidin-1-yl)phenyl]ethyl 4-methylbenzenesulfonate). Solvent: C(C)#N (acetonitrile). Conditions: temperature 85 celsius, time 8 hour. Yields the product FC=1C=C(C=CC1)C1CN(CCC1)CCC1=C(C=CC=C1)N1C(CCCC1)=O (1-(2-{2-[3-(3-fluorophenyl)piperidin-1-yl]ethyl}phenyl)piperidin-2-one). Reaction SMILES: Cl.[F:2][C:3]1[CH:4]=[C:5]([CH:9]2[CH2:14][CH2:13][CH2:12][NH:11][CH2:10]2)[CH:6]=[CH:7][CH:8]=1.C([O-])([O-])=O.[K+].[K+].CC1C=CC(S(O[CH2:32][CH2:33][C:34]2[CH:39]=[CH:38][CH:37]=[CH:36][C:35]=2[N:40]2[CH2:45][CH2:44][CH2:43][CH2:42][C:41]2=[O:46])(=O)=O)=CC=1>C(#N)C>[F:2][C:3]1[CH:4]=[C:5]([CH:9]2[CH2:14][CH2:13][CH2:12][N:11]([CH2:32][CH2:33][C:34]3[CH:39]=[CH:38][CH:37]=[CH:36][C:35]=3[N:40]3[CH2:45][CH2:44][CH2:43][CH2:42][C:41]3=[O:46])[CH2:10]2)[CH:6]=[CH:7][CH:8]=1 |f:0.1,2.3.4|. Procedure: 3-(3-Fluorophenyl)piperidine hydrochloride a2-4 (432 mg, 2 mmol, 1 eq) and K2CO3 (829 mg, 6 mmol, 3 eq) are added to a solution 2-[2-(2-oxopiperidin-1-yl)phenyl]ethyl 4-methylbenzenesulfonate a2-3 (747 mg, 2 mmol, 1 eq) in acetonitrile (10 ml). The reaction mixture is stirred at 85° C. overnight, then filtered and the filtrate is condensed under reduced pressure. The residue is purified by basic reverse phase chromatography over silicagel (gradient CH3CN/H2O/NH4OH from 50/50/0.1 to 80/20/0.1) to...